From a dataset of the Open Reaction Database (ORD), a public repository of structured organic reaction records. describe an organic reaction: reactants, conditions, products, and yield The reactants are O=C([O-])[O-], Cc1csc2c1-n1cccc1C2=NOCCBr, CN(C)C=O, [K+], [K+], NCc1ccccc1, O. The product is Cc1csc2c1-n1cccc1C2=NOCCNCc1ccccc1. RXN SMILES: [C:18](=[O:19])([O-:20])[O-:21].[CH3:1][c:2]1[cH:3][s:4][c:5]2[c:9]1-[n:8]1[c:7]([cH:12][cH:11][cH:10]1)[C:6]2=[N:13][O:14][CH2:15][CH2:16][Br:17].[CH3:32][N:33]([CH3:34])[CH:35]=[O:36].[K+:22].[K+:23].[NH2:24][CH2:25][c:26]1[cH:27][cH:28][cH:29][cH:30][cH:31]1.[OH2:37]>>[CH3:1][c:2]1[cH:3][s:4][c:5]2[c:9]1-[n:8]1[c:7]([cH:12][cH:11][cH:10]1)[C:6]2=[N:13][O:14][CH2:15][CH2:16][NH:24][CH2:25][c:26]1[cH:27][cH:28][cH:29][cH:30][cH:31]1. The reactants are [H-].C(C(C)C)[Al+]CC(C)C (diisobutylaluminum hydride), C(C)OC(=O)C1=NC2=CC=C(C=C2C(=N1)NCC1=CC2=C(C=C1)OCO2)Cl (2-ethoxycarbonyl-4-(3,4-methylenedioxybenzyl)amino-6-chloroquinazoline), solution, C(Cl)Cl (methylene chloride), O1CCCC1 (tetrahydrofuran). Solvent: CO (methanol), C1(=CC=CC=C1)C (toluene). The product is C(=O)C1=NC2=CC=C(C=C2C(=N1)NCC1=CC2=C(C=C1)OCO2)Cl (2-Formyl-4-(3,4-methylenedioxybenzyl)amino-6-chloroquinazoline). Yield: 51.8%. As a reaction SMILES: C([O:3][C:4]([C:6]1[N:15]=[C:14]([NH:16][CH2:17][C:18]2[CH:23]=[CH:22][C:21]3[O:24][CH2:25][O:26][C:20]=3[CH:19]=2)[C:13]2[C:8](=[CH:9][CH:10]=[C:11]([Cl:27])[CH:12]=2)[N:7]=1)=O)C.C(Cl)Cl.O1CCCC1.[H-].C([Al+]CC(C)C)C(C)C>C1(C)C=CC=CC=1.CO>[CH:4]([C:6]1[N:15]=[C:14]([NH:16][CH2:17][C:18]2[CH:23]=[CH:22][C:21]3[O:24][CH2:25][O:26][C:20]=3[CH:19]=2)[C:13]2[C:8](=[CH:9][CH:10]=[C:11]([Cl:27])[CH:12]=2)[N:7]=1)=[O:3] |f:3.4|. Procedure: 0.50 g (0.0013 mol) of 2-ethoxycarbonyl-4-(3,4-methylenedioxybenzyl)amino-6-chloroquinazoline was dissolved in a solvent mixture comprising 20 ml of methylene chloride and 20 ml of tetrahydrofuran, 2.6 ml of a 1.0 M solution of diisobutylaluminum hydride in toluene was dropped into the solution prepared above at -78° C. under stirring. The obtained mixture was stirred at -78° C. for several hours, followed by the addition of 20 ml of methanol. The obtained mixture was distilled under a reduced p... Yields the product Cc1c(Br)cnc(N)c1C#N. RXN SMILES: [Br:11][N:12]1[C:13](=[O:14])[CH2:15][CH2:16][C:17]1=[O:18].[CH3:21][N:22]([CH3:23])[CH:24]=[O:25].[NH2:1][c:2]1[n:3][cH:4][cH:5][c:6]([CH3:10])[c:7]1[C:8]#[N:9].[Na+:20].[OH-:19].[OH2:26]>>[NH2:1][c:2]1[n:3][cH:4][c:5]([Br:11])[c:6]([CH3:10])[c:7]1[C:8]#[N:9]. Starting materials: O=C1CCC(=O)N1Br, CN(C)C=O, Cc1ccnc(N)c1C#N, [Na+], [OH-], O. Reactants: [N+](=O)([O-])C1=CC=C(COC(=O)N[C@H]2CN(CC2)C(=O)[C@H]2N(C[C@H](C2)SC=2[C@@H]([C@H]3N(C2C(=O)OCC2=CC=C(C=C2)[N+](=O)[O-])C([C@@H]3[C@@H](C)O)=O)C)C(=O)OCC3=CC=C(C=C3)[N+](=O)[O-])C=C1 (4-nitrobenzyl (1R, 5S, 6S)-2-{(2S, 4S)-2-[(3R)-3-(4-nitrobenzyloxycarbonyl)aminopyrrolidin-1-ylcarbonyl]-1-(4-nitrobenzyloxycarbonyl)pyrrolidin-4-ylthio}-6-[(1R)-1-hydroxyethyl]-1-methyl-1-carbapen-2-em-3-carboxylate), Cl (hydrochloric acid). Run in O1CCCC1 (tetrahydrofuran), O (water). The product is Cl.N[C@H]1CN(CC1)C(=O)[C@H]1NC[C@H](C1)SC=1[C@@H]([C@H]2N(C1C(=O)O)C([C@@H]2[C@@H](C)O)=O)C ((1R, 5S, 6S)-2-{(2S, 4S)-2-[(3R)-3-Aminopyrrolidin-1-ylcarbonyl]pyrrolidin-4-ylthio}-6-[(1R)-1-hydroxyethyl]-1-methyl-1-carbapen-2-em-3-carboxylic acid hydrochloride). As a reaction SMILES: [N+](C1C=CC(COC([NH:12][C@@H:13]2[CH2:17][CH2:16][N:15]([C:18]([C@@H:20]3[CH2:24][C@H:23]([S:25][C:26]4[C@H:27]([CH3:50])[C@@H:28]5[C@@H:45]([C@H:46]([OH:48])[CH3:47])[C:44](=[O:49])[N:29]5[C:30]=4[C:31]([O:33]CC4C=CC([N+]([O-])=O)=CC=4)=[O:32])[CH2:22][N:21]3C(OCC3C=CC([N+]([O-])=O)=CC=3)=O)=[O:19])[CH2:14]2)=O)=CC=1)([O-])=O.[ClH:66]>O1CCCC1.O>[ClH:66].[NH2:12][C@@H:13]1[CH2:17][CH2:16][N:15]([C:18]([C@@H:20]2[CH2:24][C@H:23]([S:25][C:26]3[C@H:27]([CH3:50])[C@@H:28]4[C@@H:45]([C@H:46]([OH:48])[CH3:47])[C:44](=[O:49])[N:29]4[C:30]=3[C:31]([OH:33])=[O:32])[CH2:22][NH:21]2)=[O:19])[CH2:14]1 |f:4.5|. Procedure details: 730 mg of 4-nitrobenzyl (1R, 5S, 6S)-2-{(2S, 4S)-2-[(3R)-3-(4-nitrobenzyloxycarbonyl)aminopyrrolidin-1-ylcarbonyl]-1-(4-nitrobenzyloxycarbonyl)pyrrolidin-4-ylthio}-6-[(1R)-1-hydroxyethyl]-1-methyl-1-carbapen-2-em-3-carboxylate [prepared as described in step (a) above] were dissolved in 20 ml of a 1:1 by volume mixture of tetrahydrofuran and water, after which 0.75 ml of 1N aqueous hydrochloric acid was added, and the mixture was hydrogenated by bubbling hydrogen through it at room temperature fo... The product is COC(=O)Nc1cc(Cc2ccc3c(C(=O)Nc4ccc(F)c(C(F)(F)F)c4)cccc3c2)ncn1. Reaction SMILES: [CH3:47][CH2:48][O:49][C:50]([CH3:51])=[O:52].[Cl:1][C:2](=[O:3])[O:4][CH3:5].[Cl:38][CH2:39][Cl:40].[F:6][c:7]1[c:8]([C:34]([F:35])([F:36])[F:37])[cH:9][c:10]([NH:13][C:14](=[O:15])[c:16]2[cH:17][cH:18][cH:19][c:20]3[cH:21][c:22]([CH2:26][c:27]4[n:28][cH:29][n:30][c:31]([NH2:33])[cH:32]4)[cH:23][cH:24][c:25]23)[cH:11][cH:12]1.[OH2:53].[cH:41]1[cH:42][cH:43][n:44][cH:45][cH:46]1>>[C:2](=[O:3])([O:4][CH3:5])[NH:33][c:31]1[n:30][cH:29][n:28][c:27]([CH2:26][c:22]2[cH:21][c:20]3[cH:19][cH:18][cH:17][c:16]([C:14]([NH:13][c:10]4[cH:9][c:8]([C:34]([F:35])([F:36])[F:37])[c:7]([F:6])[cH:12][cH:11]4)=[O:15])[c:25]3[cH:24][cH:23]2)[cH:32]1. Reactants: CCOC(C)=O, COC(=O)Cl, ClCCl, Nc1cc(Cc2ccc3c(C(=O)Nc4ccc(F)c(C(F)(F)F)c4)cccc3c2)ncn1, O, c1ccncc1.